From a dataset of the Open Reaction Database (ORD), a public repository of structured organic reaction records. describe an organic reaction: reactants, conditions, products, and yield Reactants: C(C1=CC=CC=C1)OCC1=C(C(=C(C(O1)=O)C)OCOC)C (6-(benzyloxy)methyl-3,5-dimethyl-4-methoxymethoxy-2H-pyran-2-one). The reagents and catalysts are [OH-].[OH-].[Pd+2] (Pd(OH)2/C). The solvent is CCO (EtOH). Conditions: time 3 hour. Yields the product CC=1C(OC(=C(C1OCOC)C)CO)=O (3,5-dimethyl-6-hydroxymethyl-4-methoxymethoxy-2H-pyran-2-one). Reaction SMILES: C([O:8][CH2:9][C:10]1[O:15][C:14](=[O:16])[C:13]([CH3:17])=[C:12]([O:18][CH2:19][O:20][CH3:21])[C:11]=1[CH3:22])C1C=CC=CC=1>CCO.[OH-].[OH-].[Pd+2]>[CH3:17][C:13]1[C:14](=[O:16])[O:15][C:10]([CH2:9][OH:8])=[C:11]([CH3:22])[C:12]=1[O:18][CH2:19][O:20][CH3:21] |f:2.3.4|. Procedure: 20% Pd(OH)2/C (360 mg) was added to a solution of 6-(benzyloxy)methyl-3,5-dimethyl-4-methoxymethoxy-2H-pyran-2-one (1.80 g) in EtOH (50 ml), and the mixture was vigorously stirred at room temperature for 3 hours under a hydrogen gas atmosphere. The reaction solution was celite filtered and the mother liquor was concentrated under reduced pressure. The residue was purified by silica gel column chromatography (n-hexane/AcOEt=1/1) to obtain 3,5-dimethyl-6-hydroxymethyl-4-methoxymethoxy-2H-pyran-2-o... The reactants are ClC1=C(C=NN1CC(C)(O[Si](C)(C)C)C)[N+](=O)[O-] (5-chloro-1-(2-methyl-2-((trimethylsilyl)oxy)propyl)-4-nitro-1H-pyrazole), [Cl-].[NH4+] (ammonium chloride). The reagents and catalysts are [Fe] (iron). Solvent: CCO (EtOH). The product is NC=1C=NN(C1Cl)CC(C)(O)C (1-(4-Amino-5-chloro-1H-pyrazol-1-yl)-2-methylpropan-2-ol). The yield is 90.0%. As a reaction SMILES: [Cl:1][C:2]1[N:6]([CH2:7][C:8]([CH3:15])([O:10][Si](C)(C)C)[CH3:9])[N:5]=[CH:4][C:3]=1[N+:16]([O-])=O.[Cl-].[NH4+]>CCO.[Fe]>[NH2:16][C:3]1[CH:4]=[N:5][N:6]([CH2:7][C:8]([CH3:15])([OH:10])[CH3:9])[C:2]=1[Cl:1] |f:1.2|. Procedure: To a solution of 5-chloro-1-(2-methyl-2-((trimethylsilyl)oxy)propyl)-4-nitro-1H-pyrazole (1 equiv) in EtOH (0.13 M) was added iron powder (5.2 equiv) and ammonium chloride (14.3 equiv). The mixture was heated to reflux for 24 h and then filtered through celite. The filtrate was concentrated and dissolved in ethyl acetate. The organic solution was washed with aqueous sodium bicarbonate and brine, dried over sodium sulfate, filtered and concentrated. The product was purified by reverse phase silic... Yields the product CC(C)c1nc2ccccc2n1-c1nc(N2CCOCC2)c2nc(C=C3CN(C(=O)OC(C)(C)C)C3)ccc2n1. RXN SMILES: [C:48]([O-:49])(=[O:50])[CH3:51].[C:53]([O-:54])(=[O:55])[CH3:56].[CH3:42][C:43]([CH3:44])([O-:45])[CH3:46].[CH:30]([CH3:31])([CH3:32])[c:33]1[n:34][c:35]2[c:36]([nH:37]1)[cH:38][cH:39][cH:40][cH:41]2.[Cl:1][c:2]1[n:3][c:4]([N:24]2[CH2:25][CH2:26][O:27][CH2:28][CH2:29]2)[c:5]2[c:6]([n:7]1)[cH:8][cH:9][c:10]([CH:12]=[C:13]1[CH2:14][N:15]([C:17](=[O:18])[O:19][C:20]([CH3:21])([CH3:22])[CH3:23])[CH2:16]1)[n:11]2.[Na+:47].[Pd+2:52]>>[c:2]1(-[n:34]2[c:33]([CH:30]([CH3:31])[CH3:32])[n:37][c:36]3[c:35]2[cH:41][cH:40][cH:39][cH:38]3)[n:3][c:4]([N:24]2[CH2:25][CH2:26][O:27][CH2:28][CH2:29]2)[c:5]2[c:6]([n:7]1)[cH:8][cH:9][c:10]([CH:12]=[C:13]1[CH2:14][N:15]([C:17](=[O:18])[O:19][C:20]([CH3:21])([CH3:22])[CH3:23])[CH2:16]1)[n:11]2. The reactants are CC(=O)[O-], CC(=O)[O-], CC(C)(C)[O-], CC(C)c1nc2ccccc2[nH]1, CC(C)(C)OC(=O)N1CC(=Cc2ccc3nc(Cl)nc(N4CCOCC4)c3n2)C1, [Na+], [Pd+2]. Reactants: [C@@H]1(CCCC2=CC=CC=C12)N ((1S)-1,2,3,4-tetrahydronaphthalen-1-amine), ClC1=CN=CC(=N1)N1C=NC2=C1C=CC(=C2)C#N (1-(6-chloropyrazin-2-yl)-1H-benzimidazole-5-carbonitrile), ClC1=CN=CC(=N1)N1C=NC2=C1C=C(C=C2)C#N (1-(6-chloropyrazin-2-yl)-1H-benzimidazole-6-carbonitrile). The product is [C@@H]1(CCCC2=CC=CC=C12)NC1=CN=CC(=N1)N1C=NC2=C1C=C(C=C2)C#N (1-{6[(1S)-1,2,3,4-tetrahydronaphthalen-1-ylamino]pyrazin-2-yl}-1H-benzimidazole-6-carbonitrile), semi-solid. As a reaction SMILES: ClC1N=C(N2C3C=CC(C#N)=CC=3N=C2)C=NC=1.Cl[C:20]1[N:25]=[C:24]([N:26]2[C:30]3[CH:31]=[C:32]([C:35]#[N:36])[CH:33]=[CH:34][C:29]=3[N:28]=[CH:27]2)[CH:23]=[N:22][CH:21]=1.[C@@H:37]1([NH2:47])[C:46]2[C:41](=[CH:42][CH:43]=[CH:44][CH:45]=2)[CH2:40][CH2:39][CH2:38]1>>[C@@H:37]1([NH:47][C:20]2[N:25]=[C:24]([N:26]3[C:30]4[CH:31]=[C:32]([C:35]#[N:36])[CH:33]=[CH:34][C:29]=4[N:28]=[CH:27]3)[CH:23]=[N:22][CH:21]=2)[C:46]2[C:41](=[CH:42][CH:43]=[CH:44][CH:45]=2)[CH2:40][CH2:39][CH2:38]1. Procedure: In an analogous fashion to Example 1, an approximately 1:1 mixture of 1-(6-chloropyrazin-2-yl)-1H-benzimidazole-5-carbonitrile and 1-(6-chloropyrazin-2-yl)-1H-benzimidazole-6-carbonitrile (100 mg, 0.39 mmol) was condensed with (1S)-1,2,3,4-tetrahydronaphthalen-1-amine (69 mg, 0.47 mmol). The product was obtained as a mixture of regioisomers which were separated by column chromatography using dichloromethane-methanol (95:5) as eluant. From the less polar fractions 1-{6[(1S)-1,2,3,4-tetrahydronaph... Starting materials: aqueous solution, [OH-].[Na+] (sodium hydroxide), C(C)N1CCC(CC1)O (N-ethyl-4-hydroxypiperidine), N1=CC=CC=C1 (pyridine), C(C=C(C)CCC=C(C)CCC=C(C)C)CC(=O)Cl (farnesylacetyl chloride). Run in C1=CC=CC=C1 (benzene). Product: C(C)N1CCC(CC1)OC(CCC=C(C)CCC=C(C)CCC=C(C)C)=O (N-ethyl-4-farnesylacetoxy-piperidine). Yield: 17.2%. RXN SMILES: [CH2:1]([N:3]1[CH2:8][CH2:7][CH:6]([OH:9])[CH2:5][CH2:4]1)[CH3:2].N1C=CC=CC=1.[CH2:16]([CH2:31][C:32](Cl)=[O:33])[CH:17]=[C:18]([CH2:20][CH2:21][CH:22]=[C:23]([CH2:25][CH2:26][CH:27]=[C:28]([CH3:30])[CH3:29])[CH3:24])[CH3:19].[OH-].[Na+]>C1C=CC=CC=1>[CH2:1]([N:3]1[CH2:8][CH2:7][CH:6]([O:9][C:32](=[O:33])[CH2:31][CH2:16][CH:17]=[C:18]([CH2:20][CH2:21][CH:22]=[C:23]([CH2:25][CH2:26][CH:27]=[C:28]([CH3:30])[CH3:29])[CH3:24])[CH3:19])[CH2:5][CH2:4]1)[CH3:2] |f:3.4|. Reported procedure: In a 200-ml three-necked flask equipped with dropping funnel, thermometer and reflux condenser, there were placed 4.80 g of N-ethyl-4-hydroxypiperidine, 3.23 g of pyridine and 50 ml of benzene, and 11.60 g of farnesylacetyl chloride was added dropwise under reflux. After completion of the dropping, the mixture was refluxed for a subsequent 2 hour period and then cooled. Addition of 30 ml of 20% aqueous solution of sodium hydroxide, stirring, phase separation and silica gel column chromatography ...